Dataset: the Open Reaction Database (ORD), a public repository of structured organic reaction records. Task: describe an organic reaction: reactants, conditions, products, and yield The reactants are Cc1ccccc1, O=C(Cl)COCCCl, Cl, CCOC(=O)Cc1ccc(N)cc1. Yields the product CCOC(=O)Cc1ccc(NC(=O)COCCCl)cc1. RXN SMILES: [CH3:23][c:24]1[cH:25][cH:26][cH:27][cH:28][cH:29]1.[Cl:1][CH2:2][CH2:3][O:4][CH2:5][C:6](=[O:7])[Cl:8].[ClH:9].[NH2:10][c:11]1[cH:12][cH:13][c:14]([CH2:17][C:18](=[O:19])[O:20][CH2:21][CH3:22])[cH:15][cH:16]1>>[Cl:1][CH2:2][CH2:3][O:4][CH2:5][C:6](=[O:7])[NH:10][c:11]1[cH:12][cH:13][c:14]([CH2:17][C:18](=[O:19])[O:20][CH2:21][CH3:22])[cH:15][cH:16]1. The reactants are [BH4-].[Na+] (sodium borohydride), II (iodine), C[C@@H]1CN(C[C@@H](O1)C)C1=C(C(=O)O)C=CC(=C1F)F (2-((2R,6S)-2,6-dimethyl-morpholin-4-yl)-3,4-difluoro-benzoic acid), C[C@@H]1CN(C[C@@H](O1)C)C1=C(C(=O)O)C=CC(=C1F)F (2-((2R,6S)-2,6-dimethyl-morpholin-4-yl)-3,4-difluoro-benzoic acid). The solvent is C1CCOC1 (THF), C1CCOC1 (THF). Yields the product C[C@@H]1CN(C[C@@H](O1)C)C1=C(C=CC(=C1F)F)CO ([2-((2R,6S)-2,6-dimethyl-morpholin-4-yl)-3,4-difluoro-phenyl]-methanol). As a reaction SMILES: [CH3:1][C@H:2]1[O:7][C@@H:6]([CH3:8])[CH2:5][N:4]([C:9]2[C:17]([F:18])=[C:16]([F:19])[CH:15]=[CH:14][C:10]=2[C:11](O)=[O:12])[CH2:3]1.[BH4-].[Na+].II>C1COCC1>[CH3:8][C@H:6]1[O:7][C@@H:2]([CH3:1])[CH2:3][N:4]([C:9]2[C:17]([F:18])=[C:16]([F:19])[CH:15]=[CH:14][C:10]=2[CH2:11][OH:12])[CH2:5]1 |f:1.2|. Procedure: To a stirred and ice-bath cooled solution of 2-((2R,6S)-2,6-dimethyl-morpholin-4-yl)-3,4-difluoro-benzoic acid (Intermediate 1, 27.0 g, 99.6 mmol) in THF (250 mL) was added sodium borohydride (12.56 g, 358.6 mmol) in small portions, followed by iodine (32.5 g, 139.4 mmol) in THF (250 mL). The addition was carried out such that the temperature maintained below 10° C. The mixture brought to room temperature and refluxed for 12 hours. It was cooled and then quenched with methanol (250 mL). Solvents... The reactants are BrB(Br)Br, ClCCl, COc1ccc2c(cnn2-c2ccc(F)cc2)c1. The product is Oc1ccc2c(cnn2-c2ccc(F)cc2)c1. RXN SMILES: [B:19]([Br:20])([Br:21])[Br:22].[Cl:23][CH2:24][Cl:25].[F:1][c:2]1[cH:3][cH:4][c:5](-[n:8]2[n:9][cH:10][c:11]3[cH:12][c:13]([O:17][CH3:18])[cH:14][cH:15][c:16]23)[cH:6][cH:7]1>>[F:1][c:2]1[cH:3][cH:4][c:5](-[n:8]2[n:9][cH:10][c:11]3[cH:12][c:13]([OH:17])[cH:14][cH:15][c:16]23)[cH:6][cH:7]1. Reactants: CC(C)(C)Cn1c(CBr)cc2cnc(C#N)nc21, CC(C)(C)OC(=O)N1CC(=O)NC(=O)C1, [K+], [K+], O=C([O-])[O-], CN(C)C=O. Yields the product CC(C)(C)Cn1c(CN2C(=O)CN(C(=O)OC(C)(C)C)CC2=O)cc2cnc(C#N)nc21. RXN SMILES: [Br:22][CH2:23][c:24]1[cH:25][c:26]2[c:27]([n:28][c:29]([C:32]#[N:33])[n:30][cH:31]2)[n:34]1[CH2:35][C:36]([CH3:37])([CH3:38])[CH3:39].[C:1]([CH3:2])([CH3:3])([CH3:4])[O:5][C:6](=[O:7])[N:8]1[CH2:9][C:10](=[O:15])[NH:11][C:12](=[O:14])[CH2:13]1.[K+:16].[K+:17].[O-:18][C:19]([O-:20])=[O:21].[O:40]=[CH:41][N:42]([CH3:43])[CH3:44]>>[C:1]([CH3:2])([CH3:3])([CH3:4])[O:5][C:6](=[O:7])[N:8]1[CH2:9][C:10](=[O:15])[N:11]([CH2:23][c:24]2[cH:25][c:26]3[c:27]([n:28][c:29]([C:32]#[N:33])[n:30][cH:31]3)[n:34]2[CH2:35][C:36]([CH3:37])([CH3:38])[CH3:39])[C:12](=[O:14])[CH2:13]1. Reactants: Cc1cccc(C)c1CCl, CC(C)O, [I-], [K+], [K+], Cc1nc2c(N)cc(C(=O)OC(C)C)cn2c1C, [Na+], O=C([O-])[O-], O. Yields the product Cc1cccc(C)c1CNc1cc(C(=O)OC(C)C)cn2c(C)c(C)nc12. RXN SMILES: [CH3:27][c:28]1[c:29]([CH2:30][Cl:31])[c:32]([CH3:36])[cH:33][cH:34][cH:35]1.[CH:37]([OH:38])([CH3:39])[CH3:40].[I-:19].[K+:21].[K+:22].[NH2:1][c:2]1[c:3]2[n:4]([cH:5][c:6]([C:8](=[O:9])[O:10][CH:11]([CH3:12])[CH3:13])[cH:7]1)[c:14]([CH3:18])[c:15]([CH3:17])[n:16]2.[Na+:20].[O-:23][C:24]([O-:25])=[O:26].[OH2:41]>>[NH:1]([c:2]1[c:3]2[n:4]([cH:5][c:6]([C:8](=[O:9])[O:10][CH:11]([CH3:12])[CH3:13])[cH:7]1)[c:14]([CH3:18])[c:15]([CH3:17])[n:16]2)[CH2:30][c:29]1[c:28]([CH3:27])[cH:35][cH:34][cH:33][c:32]1[CH3:36]. The reactants are COC(C1=CN=C(C(=C1)C1=CCCCC1)OCC(F)(F)F)=O (5-Cyclohex-1-enyl-6-(2,2,2-trifluoroethoxy)nicotinic acid methylester), Cl (HCl), C1CCOC1 (THF), O.[OH-].[Li+] (Lithium hydroxide hydrate). Solvent: O (water). Conditions: time 8 hour. Product: C1(=CCCCC1)C=1C(=NC=C(C(=O)O)C1)OCC(F)(F)F (5-Cyclohex-1-enyl-6-(2,2,2-trifluoroethoxy)nicotinic acid). Yield: 104.6%. As a reaction SMILES: C[O:2][C:3](=[O:22])[C:4]1[CH:9]=[C:8]([C:10]2[CH2:15][CH2:14][CH2:13][CH2:12][CH:11]=2)[C:7]([O:16][CH2:17][C:18]([F:21])([F:20])[F:19])=[N:6][CH:5]=1.C1COCC1.O.[OH-].[Li+].Cl>O>[C:10]1([C:8]2[C:7]([O:16][CH2:17][C:18]([F:21])([F:19])[F:20])=[N:6][CH:5]=[C:4]([CH:9]=2)[C:3]([OH:22])=[O:2])[CH2:15][CH2:14][CH2:13][CH2:12][CH:11]=1 |f:2.3.4|. Procedure: 5-Cyclohex-1-enyl-6-(2,2,2-trifluoroethoxy)nicotinic acid methylester (0.03 g, 95.2 μmol) was combined with THF (0.3 mL) and water (0.15 mL) to give a light yellow solution. Lithium hydroxide hydrate (7.99 mg, 190 μmol) was added under argon. The reaction mixture was stirred at room temperature overnight, poured into 2 mL 2 M HCl and extracted with i-propyl acetate (2×20 mL). The organic layers were combined, dried with Na2SO4 and concentrated in vacuo to give the title compound (30 mg, quant) a... The reactants are O (Water), C([O-])([O-])=O.[K+].[K+] (potassium carbonate), COS(OC)(=O)=O (dimethylsulfuric acid), ClC=1C=C(C(=O)OC)C=C(C1O)OC(F)(F)F (Methyl 3-chloro-4-hydroxy-5-trifluoromethoxybenzoate). The solvent is CN(C=O)C (N,N-dimethylformamide). Reaction conditions: time 1 hour. Yields the product ClC=1C=C(C(=O)OC)C=C(C1OC)OC(F)(F)F (methyl 3-chloro-4-methoxy-5-trifluoromethoxybenzoate). Isolated yield 61.2%. Reaction SMILES: [Cl:1][C:2]1[CH:3]=[C:4]([CH:9]=[C:10]([O:13][C:14]([F:17])([F:16])[F:15])[C:11]=1[OH:12])[C:5]([O:7][CH3:8])=[O:6].[C:18](=O)([O-])[O-].[K+].[K+].COS(=O)(=O)OC.O>CN(C)C=O>[Cl:1][C:2]1[CH:3]=[C:4]([CH:9]=[C:10]([O:13][C:14]([F:15])([F:16])[F:17])[C:11]=1[O:12][CH3:18])[C:5]([O:7][CH3:8])=[O:6] |f:1.2.3|. Procedure: Methyl 3-chloro-4-hydroxy-5-trifluoromethoxybenzoate (2.64 g) was dissolved in N,N-dimethylformamide (15 mL), and potassium carbonate (3.60 g) and dimethylsulfuric acid (1.64 mL) were added to the solution, and then the mixture was stirred at room temperature for 1 hour. Water was added to the reaction solution and the reaction mixture was extracted with ethyl acetate. The organic layer was washed with water and saturated brine, and then dried over anhydrous sodium sulfate. The solvent was disti... The reactants are CC(NC(=O)C(O)C(CCCCNC(=O)N1CCOCC1)NC(=O)OCC1(Cc2ccccc2)CCCCC1)c1ccccc1, CN(C)S(=O)(=O)NCCCCC(NC(=O)OCC1(Cc2ccc(F)cc2)CCC1)C(O)C(=O)NCc1cccnc1. Product: CN(C)S(=O)(=O)NCCCCC(NC(=O)OCC1(Cc2ccc(F)cc2)CCC1)C(=O)C(=O)NCc1cccnc1. Reaction SMILES: [CH2:42]([C:43]1([CH2:44][O:45][C:46](=[O:47])[NH:48][CH:49]([CH:50]([OH:51])[C:52](=[O:53])[NH:54][CH:55]([c:56]2[cH:57][cH:58][cH:59][cH:60][cH:61]2)[CH3:62])[CH2:63][CH2:64][CH2:65][CH2:66][NH:67][C:68]([N:69]2[CH2:70][CH2:71][O:72][CH2:73][CH2:74]2)=[O:75])[CH2:76][CH2:77][CH2:78][CH2:79][CH2:80]1)[c:81]1[cH:82][cH:83][cH:84][cH:85][cH:86]1.[F:1][c:2]1[cH:3][cH:4][c:5]([CH2:6][C:7]2([CH2:11][O:12][C:13]([NH:14][CH:15]([CH2:16][CH2:17][CH2:18][CH2:19][NH:20][S:21](=[O:22])(=[O:23])[N:24]([CH3:25])[CH3:26])[CH:27]([C:28]([NH:29][CH2:30][c:31]3[cH:32][n:33][cH:34][cH:35][cH:36]3)=[O:37])[OH:38])=[O:39])[CH2:8][CH2:9][CH2:10]2)[cH:40][cH:41]1>>[F:1][c:2]1[cH:3][cH:4][c:5]([CH2:6][C:7]2([CH2:11][O:12][C:13]([NH:14][CH:15]([CH2:16][CH2:17][CH2:18][CH2:19][NH:20][S:21](=[O:22])(=[O:23])[N:24]([CH3:25])[CH3:26])[C:27]([C:28]([NH:29][CH2:30][c:31]3[cH:32][n:33][cH:34][cH:35][cH:36]3)=[O:37])=[O:38])=[O:39])[CH2:8][CH2:9][CH2:10]2)[cH:40][cH:41]1. The reactants are N1=C2C(=NS1)C(=CC=C2)S(=O)(=O)NC2=C(C(=O)O)C=CC(=C2)Br (2-(benzo[1,2,5]thiadiazole-4-sulfonylamino)-4-bromobenzoic acid), Cl.COC([C@@H](N)CC1=CC(=C(C=C1)Cl)Cl)=O ((S)-3,4-dichlorophenylalanine methyl ester hydrochloride). Yields the product COC([C@H](CC1=CC(=C(C=C1)Cl)Cl)NC(C1=C(C=C(C=C1)Br)NS(=O)(=O)C1=CC=CC=2C1=NSN2)=O)=O ((S)-2-[2-(Benzo[1,2,5]thiadiazole-4-sulfonylamino)-4-bromo-benzoylamino]-3-(3,4-dichloro-phenyl)-propionic acid methyl ester). The yield is 95.0%. As a reaction SMILES: [N:1]1[S:5][N:4]=[C:3]2[C:6]([S:10]([NH:13][C:14]3[CH:22]=[C:21]([Br:23])[CH:20]=[CH:19][C:15]=3[C:16](O)=[O:17])(=[O:12])=[O:11])=[CH:7][CH:8]=[CH:9][C:2]=12.Cl.[CH3:25][O:26][C:27](=[O:39])[C@H:28]([CH2:30][C:31]1[CH:36]=[CH:35][C:34]([Cl:37])=[C:33]([Cl:38])[CH:32]=1)[NH2:29]>>[CH3:25][O:26][C:27](=[O:39])[C@@H:28]([NH:29][C:16](=[O:17])[C:15]1[CH:19]=[CH:20][C:21]([Br:23])=[CH:22][C:14]=1[NH:13][S:10]([C:6]1[C:3]2=[N:4][S:5][N:1]=[C:2]2[CH:9]=[CH:8][CH:7]=1)(=[O:12])=[O:11])[CH2:30][C:31]1[CH:36]=[CH:35][C:34]([Cl:37])=[C:33]([Cl:38])[CH:32]=1 |f:1.2|. Procedure: The title compound (61 mg, 95%) was prepared from 2-(benzo[1,2,5]thiadiazole-4-sulfonylamino)-4-bromobenzoic acid and (S)-3,4-dichlorophenylalanine methyl ester hydrochloride as in Example 1, Part C. 1H NMR (400 MHz, CDCl3): 11.43 (br s, 1H), 8.38 (dd, J=7.0, 1.0, 1H), 8.23 (dd, J=8.8, 1.0, 1H), 7.90 (t, J=1.0, 1H), 7.73 (dd, J=8.8, 7.0, 1H), 7.35 (d, J=8.2, 1H), 7.14 (d, J=2.0, 1H), 7.11 (d, J=1.0, 2H), 6.89 (dd, J=8.2, 2.1, 1H), 6.48 (br d, J=7.1, 1H), 5.00-4.92 (m, 1H), 3.82 (s, 3H), 3.22 (dd... Reactants: CCNCC, CC(C)=O, O=S(=O)(Cl)c1c(Cl)c(Cl)c(Cl)c2nc(C(F)(F)F)[nH]c12. Product: CCN(CC)S(=O)(=O)c1c(Cl)c(Cl)c(Cl)c2nc(C(F)(F)F)[nH]c12. RXN SMILES: [CH2:21]([CH3:22])[NH:23][CH2:24][CH3:25].[CH3:26][C:27](=[O:28])[CH3:29].[Cl:1][c:2]1[c:3]([S:17](=[O:18])(=[O:19])[Cl:20])[c:4]2[c:5]([n:6][c:7]([C:9]([F:10])([F:11])[F:12])[nH:8]2)[c:13]([Cl:16])[c:14]1[Cl:15]>>[Cl:1][c:2]1[c:3]([S:17](=[O:18])(=[O:19])[N:23]([CH2:21][CH3:22])[CH2:24][CH3:25])[c:4]2[c:5]([n:6][c:7]([C:9]([F:10])([F:11])[F:12])[nH:8]2)[c:13]([Cl:16])[c:14]1[Cl:15].